This data is from the Open Reaction Database (ORD), a public repository of structured organic reaction records. The task is: describe an organic reaction: reactants, conditions, products, and yield The reactants are C(C)(C)C1(N=C(NC1=O)C1=C(C(=O)OC)C=CC(=N1)C)C (methyl 2-(4-isopropyl-4-methyl-5-oxo-2-imidazolin-2-yl)-6-methylnicotinate), C(C)(=O)OC(C)=O (acetic anhydride). Yields the product C(C)(=O)N1C(=NC(C1=O)(C)C(C)C)C1=C(C(=O)OC)C=CC(=N1)C (methyl 2-(1-acetyl-4-isopropyl-4-methyl-5-oxo-2-imidazolin-2-yl)-6-methylnicotinate). Reaction SMILES: [CH:1]([C:4]1([CH3:21])[C:8](=[O:9])[NH:7][C:6]([C:10]2[N:19]=[C:18]([CH3:20])[CH:17]=[CH:16][C:11]=2[C:12]([O:14][CH3:15])=[O:13])=[N:5]1)([CH3:3])[CH3:2].[C:22](OC(=O)C)(=[O:24])[CH3:23]>>[C:22]([N:7]1[C:8](=[O:9])[C:4]([CH:1]([CH3:3])[CH3:2])([CH3:21])[N:5]=[C:6]1[C:10]1[N:19]=[C:18]([CH3:20])[CH:17]=[CH:16][C:11]=1[C:12]([O:14][CH3:15])=[O:13])(=[O:24])[CH3:23]. Procedure details: A solution of 33.2 g of methyl 2-(4-isopropyl-4-methyl-5-oxo-2-imidazolin-2-yl)-6-methylnicotinate in 350 mL of acetic anhydride is stirred and heated at reflux for 4 hours. The solution is concentrated in vacuo, and the residue is triturated with 2:1 hexane-ether to give the desired product as a white solid. Reactants: NC=1C=C(C(=C(C(=O)O)C1)C)O (5-amino-3-hydroxy-2-methylbenzoic acid), C1(C=2C(C(=O)O1)=CC=CC2)=O (phtalic anhydride). Solvent: CN(C=O)C (dimethylformamide). Run at temperature 110 celsius, time 2 hour. The product is O=C1N(C(C2=CC=CC=C12)=O)C=1C=C(C(=C(C(=O)O)C1)C)O (5-(1,3-dioxo-1,3-dihydro-isoindol-2-yl)-3-hydroxy-2-methylbenzoic acid). The yield is 58.3%. RXN SMILES: [NH2:1][C:2]1[CH:3]=[C:4]([OH:12])[C:5]([CH3:11])=[C:6]([CH:10]=1)[C:7]([OH:9])=[O:8].[C:13]1(=O)[O:18][C:16](=[O:17])[C:15]2=[CH:19][CH:20]=[CH:21][CH:22]=[C:14]12>CN(C)C=O>[O:17]=[C:16]1[C:15]2[C:14](=[CH:22][CH:21]=[CH:20][CH:19]=2)[C:13](=[O:18])[N:1]1[C:2]1[CH:3]=[C:4]([OH:12])[C:5]([CH3:11])=[C:6]([CH:10]=1)[C:7]([OH:9])=[O:8]. Procedure details: A mixture of 300 mg 5-amino-3-hydroxy-2-methylbenzoic acid and 265 mg of phtalic anhydride in 12 ml of dimethylformamide was heated to 110° C. for 2 hours, and subsequently to 150° C. for another 2 hours. The solvent was evaporated in vacuo and the residue was crystallized from ethanol/diethylether to give 310 mg of 5-(1,3-dioxo-1,3-dihydro-isoindol-2-yl)-3-hydroxy-2-methylbenzoic acid as white crystals, m.p. >250° C.